This data is from the Open Reaction Database (ORD), a public repository of structured organic reaction records. The task is: describe an organic reaction: reactants, conditions, products, and yield RXN SMILES: [CH2:12]([c:13]1[cH:14][cH:15][cH:16][cH:17][cH:18]1)[N:19]=[C:20]=[O:21].[CH3:32][N:33]([c:34]1[cH:35][cH:36][n:37][cH:38][cH:39]1)[CH3:40].[NH2:1][c:2]1[cH:3][c:4]2[cH:5][cH:6][n:7][cH:8][c:9]2[cH:10][cH:11]1.[Na+:26].[O-:22][C:23]([OH:24])=[O:25].[O:27]=[CH:28][N:29]([CH3:30])[CH3:31]>>[NH:1]([c:2]1[cH:3][c:4]2[cH:5][cH:6][n:7][cH:8][c:9]2[cH:10][cH:11]1)[C:20]([NH:19][CH2:12][c:13]1[cH:14][cH:15][cH:16][cH:17][cH:18]1)=[O:21]. Product: O=C(NCc1ccccc1)Nc1ccc2cnccc2c1. Reactants: O=C=NCc1ccccc1, CN(C)c1ccncc1, Nc1ccc2cnccc2c1, [Na+], O=C([O-])O, CN(C)C=O. The reactants are COc1ccc(-c2nc3c(CBr)cc(OC)cc3s2)cc1, CCO, N#C[K], O. Yields the product COc1ccc(-c2nc3c(CC#N)cc(OC)cc3s2)cc1. Reaction SMILES: [Br:1][CH2:2][c:3]1[cH:4][c:5]([O:20][CH3:21])[cH:6][c:7]2[c:8]1[n:9][c:10](-[c:12]1[cH:13][cH:14][c:15]([O:18][CH3:19])[cH:16][cH:17]1)[s:11]2.[CH3:25][CH2:26][OH:27].[K:22][C:23]#[N:24].[OH2:28]>>[CH2:2]([c:3]1[cH:4][c:5]([O:20][CH3:21])[cH:6][c:7]2[c:8]1[n:9][c:10](-[c:12]1[cH:13][cH:14][c:15]([O:18][CH3:19])[cH:16][cH:17]1)[s:11]2)[C:23]#[N:24].